From a dataset of the Open Reaction Database (ORD), a public repository of structured organic reaction records. describe an organic reaction: reactants, conditions, products, and yield Reaction SMILES: [C:2]([O:3][C:4](=[O:5])[N:9]1[CH2:10][CH:11]([CH:14]([CH2:15][CH:16]2[CH2:17][CH2:18]2)[O:19][c:20]2[c:21]([CH3:27])[n:22][c:23]([Cl:26])[cH:24][cH:25]2)[CH2:12][CH2:13]1)([CH3:6])([CH3:7])[CH3:8].[Cl:28][CH2:29][Cl:30].[ClH:1]>>[NH:9]1[CH2:10][CH:11]([CH:14]([CH2:15][CH:16]2[CH2:17][CH2:18]2)[O:19][c:20]2[c:21]([CH3:27])[n:22][c:23]([Cl:26])[cH:24][cH:25]2)[CH2:12][CH2:13]1. The product is Cc1nc(Cl)ccc1OC(CC1CC1)C1CCNC1. Reactants: Cc1nc(Cl)ccc1OC(CC1CC1)C1CCN(C(=O)OC(C)(C)C)C1, ClCCl, Cl. RXN SMILES: ClC1C=CC=C(C(OO)=[O:9])C=1.[CH:12]([N:15]1[C:24](=[O:25])[C:23]2[C:18](=[N:19][CH:20]=[CH:21][CH:22]=2)[C:16]1=[O:17])([CH3:14])[CH3:13]>C(Cl)Cl>[CH:12]([N:15]1[C:24](=[O:25])[C:23]2[C:18](=[N+:19]([O-:9])[CH:20]=[CH:21][CH:22]=2)[C:16]1=[O:17])([CH3:14])[CH3:13]. Reactants: ClC1=CC(=CC=C1)C(=O)OO (3-chloroperbenzoic acid), C(C)(C)N1C(=O)C2=NC=CC=C2C1=O (N-isopropylpyridine-2,3-dicarboximide). Procedure details: 79.7 g of 55% strength 3-chloroperbenzoic acid are added to 22 g of N-isopropylpyridine-2,3-dicarboximide in 100 ml of methylene chloride in the course of 2 hours while refluxing and stirring, and stirring is continued for a further 2 hours. The reaction mixture is extracted three times with 10% strength sodium carbonate solution and then with water and saturated sodium chloride solution, dried, and evaporated down under reduced pressure. The residue is stirred with methyl tert-butyl ether, 11.2... Conditions: time 2 hour. Run in C(Cl)Cl (methylene chloride). The product is C(C)(C)N1C(=O)C2=[N+](C=CC=C2C1=O)[O-] (N-isopropylpyridine-2,3-dicarboximide-1-oxide). The reactants are C(C)(C)(C)OC(NC1=CC(=CC=C1)CC1C(=CCCC1)C=1OC(=C(N1)C1=CC=CC=C1)C1=CC=CC=C1)=O ({3-{[2-(4,5-diphenyloxazol-2-yl)-2-cyclohexen-1-yl]methyl}phenyl}carbamic acid tert-butyl ester), FC(C(=O)O)(F)F (trifluoroacetic acid). Run in C(Cl)Cl (methylene chloride). Reaction conditions: time 1.5 hour. The product is C1(=CC=CC=C1)C=1N=C(OC1C1=CC=CC=C1)C=1C(CCCC1)CC=1C=C(C=CC1)N (3-{[2-(4,5-diphenyloxazol-2-yl)-2-cyclohexen-1-y]methyl}phenylamine). The yield is 92.6%. RXN SMILES: C(OC(=O)[NH:7][C:8]1[CH:13]=[CH:12][CH:11]=[C:10]([CH2:14][CH:15]2[CH2:20][CH2:19][CH2:18][CH:17]=[C:16]2[C:21]2[O:22][C:23]([C:32]3[CH:37]=[CH:36][CH:35]=[CH:34][CH:33]=3)=[C:24]([C:26]3[CH:31]=[CH:30][CH:29]=[CH:28][CH:27]=3)[N:25]=2)[CH:9]=1)(C)(C)C.FC(F)(F)C(O)=O>C(Cl)Cl>[C:26]1([C:24]2[N:25]=[C:21]([C:16]3[CH:15]([CH2:14][C:10]4[CH:9]=[C:8]([NH2:7])[CH:13]=[CH:12][CH:11]=4)[CH2:20][CH2:19][CH2:18][CH:17]=3)[O:22][C:23]=2[C:32]2[CH:37]=[CH:36][CH:35]=[CH:34][CH:33]=2)[CH:27]=[CH:28][CH:29]=[CH:30][CH:31]=1. Procedure: To a solution of {3-{[2-(4,5-diphenyloxazol-2-yl)-2-cyclohexen-1-yl]methyl}phenyl}carbamic acid tert-butyl ester (2.34 g, 4.62 mmol) in methylene chloride (25 ml) was added trifluoroacetic acid (7 ml) at 5° C. and the mixture was stirred at room temperature for 1.5 hour. After evaporation, the residue was dissolved in EtOAc, and saturated sodium hydrogencarbonate solution was added thereto under ice-cooling. The mixture was extracted with EtOAc, washed with water and brine, dried over magnesium ... The reactants are C1CCOC1, CN1CCN(c2ccc(N)cc2)CC1, CCn1nccc1C(=O)Nc1cccc(C(=O)c2ccc3c(c2)NC(=O)C3=CO)c1. The product is CCn1nccc1C(=O)Nc1cccc(C(=O)c2ccc3c(c2)NC(=O)C3=CNc2ccc(N3CCN(C)CC3)cc2)c1. As a reaction SMILES: [CH2:45]1[O:46][CH2:47][CH2:48][CH2:49]1.[CH3:31][N:32]1[CH2:33][CH2:34][N:35]([c:38]2[cH:39][cH:40][c:41]([NH2:44])[cH:42][cH:43]2)[CH2:36][CH2:37]1.[OH:1][CH:2]=[C:3]1[C:4](=[O:30])[NH:5][c:6]2[cH:7][c:8]([C:12](=[O:13])[c:14]3[cH:15][c:16]([NH:20][C:21](=[O:22])[c:23]4[n:24]([CH2:28][CH3:29])[n:25][cH:26][cH:27]4)[cH:17][cH:18][cH:19]3)[cH:9][cH:10][c:11]21>>[CH:2](=[C:3]1[C:4](=[O:30])[NH:5][c:6]2[cH:7][c:8]([C:12](=[O:13])[c:14]3[cH:15][c:16]([NH:20][C:21](=[O:22])[c:23]4[n:24]([CH2:28][CH3:29])[n:25][cH:26][cH:27]4)[cH:17][cH:18][cH:19]3)[cH:9][cH:10][c:11]21)[NH:44][c:41]1[cH:40][cH:39][c:38]([N:35]2[CH2:34][CH2:33][N:32]([CH3:31])[CH2:37][CH2:36]2)[cH:43][cH:42]1. Reactants: C1(CC1)COC1=C(C=CC(=N1)C(=O)O)N1CC(C1)(F)F (6-(cyclopropylmethoxy)-5-(3,3-difluoroazetidin-1-yl)picolinic acid), CNC1=NN(C=C1C)C (N,1,4-trimethyl-1H-pyrazol-3-amine). The product is CN1N=C(C(=C1)C)N(C(=O)C1=NC(=C(C=C1)N1CC(C1)(F)F)OCC1CC1)C (6-Cyclopropylmethoxy-5-(3,3-difluoro-azetidin-1-yl)-pyridine-2-carboxylic acid (1,4-dimethyl-1H-pyrazol-3-yl)-methyl-amide). As a reaction SMILES: [CH:1]1([CH2:4][O:5][C:6]2[N:11]=[C:10]([C:12]([OH:14])=O)[CH:9]=[CH:8][C:7]=2[N:15]2[CH2:18][C:17]([F:20])([F:19])[CH2:16]2)[CH2:3][CH2:2]1.[CH3:21][NH:22][C:23]1[C:27]([CH3:28])=[CH:26][N:25]([CH3:29])[N:24]=1>>[CH3:29][N:25]1[CH:26]=[C:27]([CH3:28])[C:23]([N:22]([CH3:21])[C:12]([C:10]2[CH:9]=[CH:8][C:7]([N:15]3[CH2:18][C:17]([F:20])([F:19])[CH2:16]3)=[C:6]([O:5][CH2:4][CH:1]3[CH2:2][CH2:3]3)[N:11]=2)=[O:14])=[N:24]1. Procedure: The title compound was synthesized in analogy to Example 47b), using 6-(cyclopropylmethoxy)-5-(3,3-difluoroazetidin-1-yl)picolinic acid (Example 1 b) and N,1,4-trimethyl-1H-pyrazol-3-amine (which can be prepared from 3-formylamino-1-methyl-1H-pyrazole-4-carboxylic acid ethyl ester CAN 114936-04-8 via reduction with lithium aluminum hydride in diethyl ether at ambient temperature) as starting materials and isolated as colorless oil. MS (EI): m/e=392.5 [MH+]. The product is O=C(NC(CC1CC1)C(=O)O)c1ccc(C2CC2)c(OCC2CC2)n1. Starting materials: C1CCOC1, COC(=O)C(CC1CC1)NC(=O)c1ccc(C2CC2)c(OCC2CC2)n1, Cl, [Li+], [OH-], O, O. RXN SMILES: [CH2:32]1[O:33][CH2:34][CH2:35][CH2:36]1.[CH3:1][O:2][C:3]([CH:4]([CH2:5][CH:6]1[CH2:7][CH2:8]1)[NH:9][C:10](=[O:11])[c:12]1[n:13][c:14]([O:21][CH2:22][CH:23]2[CH2:24][CH2:25]2)[c:15]([CH:18]2[CH2:19][CH2:20]2)[cH:16][cH:17]1)=[O:26].[ClH:31].[Li+:30].[OH-:29].[OH2:27].[OH2:28]>>[O:2]=[C:3]([CH:4]([CH2:5][CH:6]1[CH2:7][CH2:8]1)[NH:9][C:10](=[O:11])[c:12]1[n:13][c:14]([O:21][CH2:22][CH:23]2[CH2:24][CH2:25]2)[c:15]([CH:18]2[CH2:19][CH2:20]2)[cH:16][cH:17]1)[OH:26]. The product is Cc1ccc(NC(=O)c2ccc(CN3CCNCC3)cc2)cc1Nc1nccc(-c2cccnc2)n1, CS(=O)(=O)O. Reaction SMILES: [CH3:1][c:2]1[c:3]([NH:24][c:25]2[n:26][cH:27][cH:28][c:29](-[c:31]3[cH:32][n:33][cH:34][cH:35][cH:36]3)[n:30]2)[cH:4][c:5]([NH:8][C:9]([c:10]2[cH:11][cH:12][c:13]([CH2:16][N:17]3[CH2:18][CH2:19][NH:20][CH2:21][CH2:22]3)[cH:14][cH:15]2)=[O:23])[cH:6][cH:7]1.[CH3:37][S:38]([OH:39])(=[O:40])=[O:41].[CH3:42][CH2:43][O:44][C:45](=[O:46])[CH3:47].[CH3:48][CH2:49][OH:50]>>[CH3:1][c:2]1[c:3]([NH:24][c:25]2[n:26][cH:27][cH:28][c:29](-[c:31]3[cH:32][n:33][cH:34][cH:35][cH:36]3)[n:30]2)[cH:4][c:5]([NH:8][C:9]([c:10]2[cH:11][cH:12][c:13]([CH2:16][N:17]3[CH2:18][CH2:19][NH:20][CH2:21][CH2:22]3)[cH:14][cH:15]2)=[O:23])[cH:6][cH:7]1.[CH3:37][S:38](=[O:39])(=[O:40])[OH:41]. The reactants are Cc1ccc(NC(=O)c2ccc(CN3CCNCC3)cc2)cc1Nc1nccc(-c2cccnc2)n1, CS(=O)(=O)O, CCOC(C)=O, CCO.